From a dataset of the Open Reaction Database (ORD), a public repository of structured organic reaction records. describe an organic reaction: reactants, conditions, products, and yield Reactants: [Cl-].C(CC)[Al+]CCC (di-n-propylaluminum monochloride), C=C (ethylene), C(C)(=O)OC1=CC=CC=C1 (phenyl acetate), C=CC (propylene). Run at time 4.5 hour. Product: [Cl-].[Cl-].C(C)[Al+2].[Cl-].C(CC)[Al+]CCC (EADC DPA). RXN SMILES: [Cl-:1].[CH2:2]([Al+:5][CH2:6][CH2:7][CH3:8])[CH2:3][CH3:4].C(OC1C=CC=CC=1)(=O)C.C=CC.C=C>>[Cl-:1].[Cl-:1].[CH2:2]([Al+2:5])[CH3:3].[Cl-:1].[CH2:2]([Al+:5][CH2:6][CH2:7][CH3:8])[CH2:3][CH3:4] |f:0.1,5.6.7.8.9|. Procedure: Three reactors equipped with each stirrer which respectively had capacities of 170 l., 70 l. and 60 l. were connected in series and used for a continuous polymerization in two steps. In the first and second reactors, a homopolymerization of propylene was carried out. In the third reactor, a copolymerization of propylene and ethylene was carried out. Into the first reactor, liquid propylene; hydrogen at a content of 5.5 mol % as a vapor phase hydrogen concentration; the titanium trichloride obtai...